This data is from the Open Reaction Database (ORD), a public repository of structured organic reaction records. The task is: describe an organic reaction: reactants, conditions, products, and yield The reactants are CN1COCNC1=N[N+](=O)[O-] (3-methyl-4-nitroiminoperhydro-1,3,5-oxadiazine), ClC1=NC=C(C=C1)CCl (2-chloro-5-chloromethylpyridine), C([O-])([O-])=O.[K+].[K+] (potassium carbonate). Solvent: CN(C=O)C (N,N-dime-thylformamide). The product is ClC1=NC=C(C=C1)CN1C(N(COC1)C)=N[N+](=O)[O-] (5-(2-Chloropyrid-5-ylmethyl)-3-methyl-4-nitroiminoperhydro-1,3,5-oxadiazine). RXN SMILES: [CH3:1][N:2]1[C:7](=[N:8][N+:9]([O-:11])=[O:10])[NH:6][CH2:5][O:4][CH2:3]1.[Cl:12][C:13]1[CH:18]=[CH:17][C:16]([CH2:19]Cl)=[CH:15][N:14]=1.C(=O)([O-])[O-].[K+].[K+]>CN(C)C=O>[Cl:12][C:13]1[CH:18]=[CH:17][C:16]([CH2:19][N:6]2[CH2:5][O:4][CH2:3][N:2]([CH3:1])[C:7]2=[N:8][N+:9]([O-:11])=[O:10])=[CH:15][N:14]=1 |f:2.3.4|. Reported procedure: A mixture of 1.44 g of 3-methyl-4-nitroiminoperhydro-1,3,5-oxadiazine, 2.2 g of 2-chloro-5-chloromethylpyridine, 3.7 g of potassium carbonate and 20 ml of N,N-dime-thylformamide is heated for 4 hours at 50° and filtered, the filtrate is evaporated in vacuo on a rotary evaporator, and the residue is purified by chromatography [silica gel; dichloro-methane/methanol (95:5)]. This gives the tide compound which melts at 116 to 118°. Reactants: [BH4-], C1CCOC1, CCO, CC(C)COC(=O)Cl, O=C(O)CCc1cc(C(F)(F)F)cc(C(F)(F)F)c1, [Na+], O. The product is OCCCc1cc(C(F)(F)F)cc(C(F)(F)F)c1. RXN SMILES: [BH4-:31].[CH2:33]1[O:34][CH2:35][CH2:36][CH2:37]1.[CH3:20][CH2:21][OH:22].[Cl:23][C:24]([O:25][CH2:26][CH:27]([CH3:28])[CH3:29])=[O:30].[F:1][C:2]([c:3]1[cH:4][c:5]([CH2:6][CH2:7][C:8](=[O:9])[OH:10])[cH:11][c:12]([C:14]([F:15])([F:16])[F:17])[cH:13]1)([F:18])[F:19].[Na+:32].[OH2:38]>>[F:1][C:2]([c:3]1[cH:4][c:5]([CH2:6][CH2:7][CH2:8][OH:9])[cH:11][c:12]([C:14]([F:15])([F:16])[F:17])[cH:13]1)([F:18])[F:19]. Starting materials: ClC=1C=CC(=C(C1)N1C(N(CC1)C)=O)C(=O)N1CCN(CC1)C1=NC=C(C=C1C)C (1-{5-chloro-2-[4-(3,5-dimethylpyridin-2-yl)piperazine-1-carbonyl]phenyl}-3-methylimidazolidin-2-one), N1C(CCC1)=O (pyrrolidin-2-one), P(=O)([O-])([O-])[O-].[K+].[K+].[K+] (tripotassium phosphate), C(C)(C)(C)P(C1=C(C(=C(C(=C1C)C)C)C)C1=C(C=C(C=C1C(C)C)C(C)C)C(C)C)C(C)(C)C (2-di-tert-butylphosphino-3,4,5,6-tetramethyl-2′,4′,6′-triisopropyl-1,1′-biphenyl). The reagents and catalysts are C1=CC=C(C=C1)/C=C/C(=O)/C=C/C2=CC=CC=C2.C1=CC=C(C=C1)/C=C/C(=O)/C=C/C2=CC=CC=C2.C1=CC=C(C=C1)/C=C/C(=O)/C=C/C2=CC=CC=C2.C(Cl)(Cl)Cl.[Pd].[Pd] (tris(dibenzylideneacetone)dipalladium(0)-chloroform adduct). The solvent is C(C)(C)(C)O (tert-butanol), O (water). Product: CC=1C(=NC=C(C1)C)N1CCN(CC1)C(=O)C1=C(C=C(C=C1)N1C(CCC1)=O)N1C(N(CC1)C)=O (1-[2-[4-(3,5-dimethylpyridin-2-yl)piperazine-1-carbonyl]-5-(2-oxopyrrolidin-1-yl)phenyl]-3-methylimidazolidin-2-one). Yield: 48.0%. RXN SMILES: Cl[C:2]1[CH:3]=[CH:4][C:5]([C:15]([N:17]2[CH2:22][CH2:21][N:20]([C:23]3[C:28]([CH3:29])=[CH:27][C:26]([CH3:30])=[CH:25][N:24]=3)[CH2:19][CH2:18]2)=[O:16])=[C:6]([N:8]2[CH2:12][CH2:11][N:10]([CH3:13])[C:9]2=[O:14])[CH:7]=1.[NH:31]1[CH2:35][CH2:34][CH2:33][C:32]1=[O:36].P([O-])([O-])([O-])=O.[K+].[K+].[K+].C(P(C(C)(C)C)C1C(C)=C(C)C(C)=C(C)C=1C1C(C(C)C)=CC(C(C)C)=CC=1C(C)C)(C)(C)C>C1C=CC(/C=C/C(/C=C/C2C=CC=CC=2)=O)=CC=1.C1C=CC(/C=C/C(/C=C/C2C=CC=CC=2)=O)=CC=1.C1C=CC(/C=C/C(/C=C/C2C=CC=CC=2)=O)=CC=1.C(Cl)(Cl)Cl.[Pd].[Pd].O.C(O)(C)(C)C>[CH3:29][C:28]1[C:23]([N:20]2[CH2:21][CH2:22][N:17]([C:15]([C:5]3[CH:4]=[CH:3][C:2]([N:31]4[CH2:35][CH2:34][CH2:33][C:32]4=[O:36])=[CH:7][C:6]=3[N:8]3[CH2:12][CH2:11][N:10]([CH3:13])[C:9]3=[O:14])=[O:16])[CH2:18][CH2:19]2)=[N:24][CH:25]=[C:26]([CH3:30])[CH:27]=1 |f:2.3.4.5,7.8.9.10.11.12|. Procedure details: To a mixture of 1-{5-chloro-2-[4-(3,5-dimethylpyridin-2-yl)piperazine-1-carbonyl]phenyl}-3-methylimidazolidin-2-one (116 mg) described in Preparation Example 241, pyrrolidin-2-one (35 mg), tripotassium phosphate (81 mg), tris(dibenzylideneacetone)dipalladium(0)-chloroform adduct (28 mg) and 2-di-tert-butylphosphino-3,4,5,6-tetramethyl-2′,4′,6′-triisopropyl-1,1′-biphenyl (13 mg) was added tert-butanol (1.5 mL), and the mixture was stirred with heating under reflux for 8 hr. After cooling, water w... As a reaction SMILES: Br[C:2]1[CH:7]=[CH:6][C:5]([CH3:8])=[CH:4][CH:3]=1.C([Li])(C)(C)C.O.Br[C:16]1[CH:23]=[CH:22][CH:21]=[CH:20][C:17]=1[C:18]#[N:19]>CCOCC.C1COCC1.[Cl-].[Cl-].[Zn+2].[Ni](Cl)Cl.C1(P(C2C=CC=CC=2)C2C=CC=CC=2)C=CC=CC=1.C1(P(C2C=CC=CC=2)C2C=CC=CC=2)C=CC=CC=1>[C:18]([C:17]1[CH:20]=[CH:21][CH:22]=[CH:23][C:16]=1[C:2]1[CH:7]=[CH:6][C:5]([CH3:8])=[CH:4][CH:3]=1)#[N:19] |f:6.7.8,9.10.11|. The reagents and catalysts are [Cl-].[Cl-].[Zn+2] (ZnCl2), [Ni](Cl)Cl.C1(=CC=CC=C1)P(C1=CC=CC=C1)C1=CC=CC=C1.C1(=CC=CC=C1)P(C1=CC=CC=C1)C1=CC=CC=C1 (bis(triphenylphosphine) nickel (II) chloride). Reaction conditions: time 2 hour. Procedure: A solution of 4-bromotoluene (310 g, 1.81 moles) in 1500 ml of anhydrous ether was cooled to an internal temperature of -65° C. (slurry forms at ~-6° C.) under nitrogen. A solution of t-butyllithium (1.7 M in pentane, 2.2 L, 3.74 moles) was added over a period of ~90 minutes (internal temperature maintained below -55° C.). The cooling bath was then replaced with water baths which brought the reaction mixture up to +20° C. over 45 minutes and the white slurry was stirred an additional 2 hours at ... The product is C(#N)C1=C(C=CC=C1)C1=CC=C(C=C1)C (2-Cyano-4'-methyl-biphenyl). Solvent: CCOCC (ether), CCOCC (ether), C1CCOC1 (THF), C1CCOC1 (THF). Isolated yield 84.5%. Starting materials: ice, BrC1=CC=C(C=C1)C (4-bromotoluene), BrC1=C(C#N)C=CC=C1 (2-bromobenzonitrile), C(C)(C)(C)[Li] (t-butyllithium), O (water). The reactants are CC(C)(C)OC(=O)N1CCN2CC(COc3ccc(F)cc3)CCC2C1, O. The product is Fc1ccc(OCC2CCC3CNCCN3C2)cc1. As a reaction SMILES: [C:1]([O:2][C:3]([CH3:4])([CH3:5])[CH3:6])(=[O:7])[N:8]1[CH2:9][CH:10]2[N:11]([CH2:12][CH2:13]1)[CH2:14][CH:15]([CH2:18][O:19][c:20]1[cH:21][cH:22][c:23]([F:26])[cH:24][cH:25]1)[CH2:16][CH2:17]2.[OH2:27]>>[NH:8]1[CH2:9][CH:10]2[N:11]([CH2:12][CH2:13]1)[CH2:14][CH:15]([CH2:18][O:19][c:20]1[cH:21][cH:22][c:23]([F:26])[cH:24][cH:25]1)[CH2:16][CH2:17]2. Reactants: CC(=O)OC=O, O=C(NCC1CNCCO1)c1c[nH]c2c(-c3c(OCC4CC4)ccc4c3OCO4)ncnc12. Product: O=CN1CCOC(CNC(=O)c2c[nH]c3c(-c4c(OCC5CC5)ccc5c4OCO5)ncnc23)C1. Reaction SMILES: [CH:34](=[O:35])[O:36][C:37](=[O:38])[CH3:39].[O:1]1[CH:2]([CH2:7][NH:8][C:9](=[O:10])[c:11]2[cH:12][nH:13][c:14]3[c:15]2[n:16][cH:17][n:18][c:19]3-[c:20]2[c:21]([O:29][CH2:30][CH:31]3[CH2:32][CH2:33]3)[cH:22][cH:23][c:24]3[c:28]2[O:27][CH2:26][O:25]3)[CH2:3][NH:4][CH2:5][CH2:6]1>>[O:1]1[CH:2]([CH2:7][NH:8][C:9](=[O:10])[c:11]2[cH:12][nH:13][c:14]3[c:15]2[n:16][cH:17][n:18][c:19]3-[c:20]2[c:21]([O:29][CH2:30][CH:31]3[CH2:32][CH2:33]3)[cH:22][cH:23][c:24]3[c:28]2[O:27][CH2:26][O:25]3)[CH2:3][N:4]([CH:34]=[O:35])[CH2:5][CH2:6]1. Starting materials: CCOP(=O)(OCC)C(Cl)C#N, CC(C)(C)[O-], COCc1c(F)c(F)c(COC(=O)C2C(C=O)C2(C)C)c(F)c1F, [K+], C1CCOC1. The product is COCc1c(F)c(F)c(COC(=O)C2C(C=C(Cl)C#N)C2(C)C)c(F)c1F. As a reaction SMILES: [CH2:31]([O:32][P:33](=[O:34])([O:35][CH2:36][CH3:37])[CH:39]([C:40]#[N:41])[Cl:42])[CH3:38].[CH3:1][C:2]([CH3:3])([O-:4])[CH3:5].[CH3:7][C:8]1([CH3:30])[CH:9]([C:13](=[O:14])[O:15][CH2:16][c:17]2[c:18]([F:29])[c:19]([F:28])[c:20]([CH2:25][O:26][CH3:27])[c:21]([F:24])[c:22]2[F:23])[CH:10]1[CH:11]=[O:12].[K+:6].[O:43]1[CH2:44][CH2:45][CH2:46][CH2:47]1>>[CH3:7][C:8]1([CH3:30])[CH:9]([C:13](=[O:14])[O:15][CH2:16][c:17]2[c:18]([F:29])[c:19]([F:28])[c:20]([CH2:25][O:26][CH3:27])[c:21]([F:24])[c:22]2[F:23])[CH:10]1[CH:11]=[C:39]([C:40]#[N:41])[Cl:42].